Dataset: the Open Reaction Database (ORD), a public repository of structured organic reaction records. Task: describe an organic reaction: reactants, conditions, products, and yield The reactants are ClC1=C(C(=O)O)C=CC=C1Cl (2,3-dichlorobenzoic acid), FC1(CC1)CC(CN)C=1C=NC(=CC1)C(F)(F)F (3-(1-fluorocyclopropyl)-2-(6-(trifluoromethyl)pyridin-3-yl)propan-1-amine). The product is ClC1=C(C(=O)NCC(CC2(CC2)F)C=2C=NC(=CC2)C(F)(F)F)C=CC=C1Cl (2,3-dichloro-N-(3-(1-fluorocyclopropyl)-2-(6-(trifluoromethyl)pyridin-3-yl)propyl)benzamide). Reaction SMILES: [Cl:1][C:2]1[C:10]([Cl:11])=[CH:9][CH:8]=[CH:7][C:3]=1[C:4]([OH:6])=O.[F:12][C:13]1([CH2:16][CH:17]([C:20]2[CH:21]=[N:22][C:23]([C:26]([F:29])([F:28])[F:27])=[CH:24][CH:25]=2)[CH2:18][NH2:19])[CH2:15][CH2:14]1>>[Cl:1][C:2]1[C:10]([Cl:11])=[CH:9][CH:8]=[CH:7][C:3]=1[C:4]([NH:19][CH2:18][CH:17]([C:20]1[CH:21]=[N:22][C:23]([C:26]([F:29])([F:27])[F:28])=[CH:24][CH:25]=1)[CH2:16][C:13]1([F:12])[CH2:15][CH2:14]1)=[O:6]. Procedure: From 2,3-dichlorobenzoic acid and 3-(1-fluorocyclopropyl)-2-(6-(trifluoromethyl)pyridin-3-yl)propan-1-amine. LCMS (MH+): m/z=435.1, tR (minutes, Method G)=2.46 Reactants: FC=1C=C(CN2C(C(=CC=C2)C(=O)NCC=2C=C(OCC(=O)O)C=C(C2)C2=CN(C3=NC=CC=C32)S(=O)(=O)C3=CC=CC=C3)=O)C=CC1F (2-(3-((1-(3,4-difluorobenzyl)-2-oxo-1,2-dihydropyridine-3-carboxamido)methyl)-5-(1-(phenylsulfonyl)-1H-pyrrolo[2,3-b]pyridine-3-yl)phenoxy)acetic acid), [Cl-].[NH4+] (Ammonium chloride), N,N,N′,N′-Tetramethyl-O-(7-azabenzotriazol-1-yl) pyridin Hexafluorophosphate, CN(C=O)C (N,N-Dimethylformamide), C(C)(C)N(C(C)C)CC (N,N-Diisopropylethylamine), C([O-])([O-])=O.[K+].[K+] (Potassium carbonate), CO (Methanol), amide. The solvent is CCOC(=O)C (EtOAc), O (water). Conditions: time 8 hour. Product: NC(COC=1C=C(CNC(=O)C=2C(N(C=CC2)CC2=CC(=C(C=C2)F)F)=O)C=C(C1)C1=CNC2=NC=CC=C21)=O (N-(3-(2-amino-2-oxoethoxy)-5-(1H-pyrrolo[2,3-b]pyridin-3-yl)benzyl)-1-(3,4-difluorobenzyl)-2-oxo-1,2-dihydropyridine-3-carboxamide). The yield is 39.4%. RXN SMILES: [F:1][C:2]1[CH:3]=[C:4]([CH:46]=[CH:47][C:48]=1[F:49])[CH2:5][N:6]1[CH:11]=[CH:10][CH:9]=[C:8]([C:12]([NH:14][CH2:15][C:16]2[CH:17]=[C:18]([CH:24]=[C:25]([C:27]3[C:35]4[C:30](=[N:31][CH:32]=[CH:33][CH:34]=4)[N:29](S(C4C=CC=CC=4)(=O)=O)[CH:28]=3)[CH:26]=2)[O:19][CH2:20][C:21]([OH:23])=O)=[O:13])[C:7]1=[O:45].[Cl-].[NH4+].C[N:53](C)C=O.C(N(CC)C(C)C)(C)C.CO.C(=O)([O-])[O-].[K+].[K+]>O.CCOC(C)=O>[NH2:53][C:21](=[O:23])[CH2:20][O:19][C:18]1[CH:17]=[C:16]([CH:26]=[C:25]([C:27]2[C:35]3[C:30](=[N:31][CH:32]=[CH:33][CH:34]=3)[NH:29][CH:28]=2)[CH:24]=1)[CH2:15][NH:14][C:12]([C:8]1[C:7](=[O:45])[N:6]([CH2:5][C:4]2[CH:46]=[CH:47][C:48]([F:49])=[C:2]([F:1])[CH:3]=2)[CH:11]=[CH:10][CH:9]=1)=[O:13] |f:1.2,6.7.8|. Procedure: A mix of 2-(3-((1-(3,4-difluorobenzyl)-2-oxo-1,2-dihydropyridine-3-carboxamido)methyl)-5-(1-(phenylsulfonyl)-1H-pyrrolo[2,3-b]pyridine-3-yl)phenoxy)acetic acid (50 mg, 0.00007 mol;), Ammonium chloride (20 mg, 0.0004 mol;), and N,N,N′,N′-Tetramethyl-O-(7-azabenzotriazol-1-yl) pyridin Hexafluorophosphate (0.06 g, 0.0001 mol;) in N,N-Dimethylformamide (5 mL, 0.06 mol;) N,N-Diisopropylethylamine (0.06 mL, 0.0004 mol;) was stirred for overnight and LC-MS showed complete amide formation (1.71 min, ES+... Reactants: O=C([O-])[O-], CN(C)C=O, Cc1oc(-c2ccccc2)nc1COc1ccc(CCl)cc1, [K+], [K+], O, O=C1c2ccccc2C(=O)N1O. Product: Cc1oc(-c2ccccc2)nc1COc1ccc(CON2C(=O)c3ccccc3C2=O)cc1. As a reaction SMILES: [C:35](=[O:36])([O-:37])[O-:38].[CH3:41][N:42]([CH3:43])[CH:44]=[O:45].[Cl:1][CH2:2][c:3]1[cH:4][cH:5][c:6]([O:7][CH2:8][c:9]2[n:10][c:11](-[c:15]3[cH:16][cH:17][cH:18][cH:19][cH:20]3)[o:12][c:13]2[CH3:14])[cH:21][cH:22]1.[K+:39].[K+:40].[OH2:46].[OH:23][N:24]1[C:25](=[O:34])[c:26]2[c:27]([cH:30][cH:31][cH:32][cH:33]2)[C:28]1=[O:29]>>[CH2:2]([c:3]1[cH:4][cH:5][c:6]([O:7][CH2:8][c:9]2[n:10][c:11](-[c:15]3[cH:16][cH:17][cH:18][cH:19][cH:20]3)[o:12][c:13]2[CH3:14])[cH:21][cH:22]1)[O:23][N:24]1[C:25](=[O:34])[c:26]2[c:27]([cH:30][cH:31][cH:32][cH:33]2)[C:28]1=[O:29]. Starting materials: CC(=O)O[BH-](OC(C)=O)OC(C)=O, NC1CC1, ClCCl, [Na+], CCOC(=O)C1CCC(=O)CC1. Product: CCOC(=O)C1CCC(NC2CC2)CC1. As a reaction SMILES: [C:17]([O:18][BH-:19]([O:20][C:21](=[O:22])[CH3:23])[O:24][C:25](=[O:26])[CH3:27])(=[O:28])[CH3:29].[CH:13]1([NH2:16])[CH2:14][CH2:15]1.[Cl:31][CH2:32][Cl:33].[Na+:30].[O:1]=[C:2]1[CH2:3][CH2:4][CH:5]([C:8](=[O:9])[O:10][CH2:11][CH3:12])[CH2:6][CH2:7]1>>[CH:2]1([NH:16][CH:13]2[CH2:14][CH2:15]2)[CH2:3][CH2:4][CH:5]([C:8](=[O:9])[O:10][CH2:11][CH3:12])[CH2:6][CH2:7]1. The reactants are C1(=CC=CC=C1)N1CNC(C12CCNCC2)=O (1-Phenyl-1,3,8-triazaspiro[4.5]decan-4-one), Br.BrCCCN (3-bromopropylamine hydrobromide), C([O-])([O-])=O.[K+].[K+] (potassium carbonate). Run in O1CCOCC1 (dioxane). Product: NCCCN1CCC2(C(NCN2C2=CC=CC=C2)=O)CC1 (8-(3-Aminopropyl)-1-phenyl-1,3,8-triazaspiro[4.5]decan-4-one). Isolated yield 4.0%. As a reaction SMILES: [C:1]1([N:7]2[C:11]3([CH2:16][CH2:15][NH:14][CH2:13][CH2:12]3)[C:10](=[O:17])[NH:9][CH2:8]2)[CH:6]=[CH:5][CH:4]=[CH:3][CH:2]=1.Br.Br[CH2:20][CH2:21][CH2:22][NH2:23].C(=O)([O-])[O-].[K+].[K+]>O1CCOCC1>[NH2:23][CH2:22][CH2:21][CH2:20][N:14]1[CH2:13][CH2:12][C:11]2([N:7]([C:1]3[CH:2]=[CH:3][CH:4]=[CH:5][CH:6]=3)[CH2:8][NH:9][C:10]2=[O:17])[CH2:16][CH2:15]1 |f:1.2,3.4.5|. Procedure: 1-Phenyl-1,3,8-triazaspiro[4.5]decan-4-one (5.00 g, 21.6 mmol, 1.00 equiv), 3-bromopropylamine hydrobromide (4.73 g, 21.6 mmol, 1.00 equiv) and potassium carbonate (2.99 g, 21.6 mmol, 1.00 equiv) were stirred in refluxing dioxane (70 mL) for 24 hours. After removal of the solvent, water (50 mL) was added and the pH was adjusted to 11-12 by addition of 1N aqueous NaOH. The mixture was extracted with CH2Cl2 (200 mL+3×100 mL). The combined organic solutions were dried over MgSO4 and concentrated. T... Starting materials: O=C1NC(C(N1)CC(=O)OC)=O ((2,5-dioxo-imidazolidin-4-yl)-acetic acid, methyl ester), CC1=CC=C(CBr)C=C1 (p-methyl benzyl bromide), [O-]S(=O)(=O)[O-].[Mg+2] (MgSO4), C(=O)([O-])[O-].[K+].[K+] (K2CO3), resultant mixture. Solvent: CN(C)C=O (DMF). Yields the product COC(CC1NC(N(C1=O)CC1=CC=C(C=C1)C)=O)=O ([1-(4-methyl-benzyl)-2,5-dioxo-imidazolidin-4-yl]-acetic acid methyl ester). The yield is 97.0%. As a reaction SMILES: [O:1]=[C:2]1[NH:6][CH:5]([CH2:7][C:8]([O:10][CH3:11])=[O:9])[C:4](=[O:12])[NH:3]1.[CH3:13][C:14]1[CH:21]=[CH:20][C:17]([CH2:18]Br)=[CH:16][CH:15]=1.[O-]S([O-])(=O)=O.[Mg+2].C([O-])([O-])=O.[K+].[K+]>CN(C=O)C>[CH3:11][O:10][C:8](=[O:9])[CH2:7][CH:5]1[C:4](=[O:12])[N:3]([CH2:13][C:14]2[CH:21]=[CH:20][C:17]([CH3:18])=[CH:16][CH:15]=2)[C:2](=[O:1])[NH:6]1 |f:2.3,4.5.6|. Reported procedure: A solution of (2,5-dioxo-imidazolidin-4-yl)-acetic acid, methyl ester (2.35 g, 13.7 mmol) in DMF (100 mL) is treated with p-methyl benzyl bromide (2.90 g, 15.7 mmol), MgSO4 (3.30 g, 27.4 mmol) and then K2CO3 (3.77 g, 27.3 mmol). The resultant mixture is stirred under N2 in an ice bath for 30 minutes and then warmed to room temperature for 16 h. The reaction mixture is then filtered, and then aqueous 1N HCl (150 mL) is added to the filtrate. The filtrate is extracted with EtOAc and the organic la... Reactants: FC1=C(C=C(C(=O)O)C=C1)O (4-fluoro-3-hydroxybenzoic acid), CN(C=O)C (N,N-dimethylformamide), C([O-])([O-])=O.[K+].[K+] (potassium carbonate), BrCCCOC (1-bromo-3-methoxypropane), C(C)#N (acetonitrile). Solvent: O (water), O (water). Conditions: temperature 90 celsius. Product: FC1=C(C=C(C(=O)OCCCOC)C=C1)OCCCOC (3-methoxypropyl 4-fluoro-3-(3-methoxypropoxy)benzoate). Reaction SMILES: [F:1][C:2]1[CH:10]=[CH:9][C:5]([C:6]([OH:8])=[O:7])=[CH:4][C:3]=1[OH:11].CN(C)[CH:14]=[O:15].[C:17](=O)([O-])[O-].[K+].[K+].Br[CH2:24][CH2:25][CH2:26][O:27][CH3:28].[C:29](#N)[CH3:30]>O>[F:1][C:2]1[CH:10]=[CH:9][C:5]([C:6]([O:8][CH2:24][CH2:25][CH2:26][O:27][CH3:28])=[O:7])=[CH:4][C:3]=1[O:11][CH2:17][CH2:29][CH2:30][O:15][CH3:14] |f:2.3.4|. Reported procedure: To a solution of 4-fluoro-3-hydroxybenzoic acid (2.0 g) in acetonitrile (100 mL)-N,N-dimethylformamide (50 mL)-water (2.0 mL) were added potassium carbonate (5.31 g) and 1-bromo-3-methoxypropane (4.32 g), and the mixture was heated to reflux at 90° C. for 18 hours. To the reaction mixture was added water under ice-cooling, and then the mixture was extracted with ethyl acetate. The organic layer was washed with saturated saline, dried over magnesium sulfate, and then concentrated under reduced pr...